Dataset: the Open Reaction Database (ORD), a public repository of structured organic reaction records. Task: describe an organic reaction: reactants, conditions, products, and yield Starting materials: COC(C(=C(C)C(=O)OCC)C(=O)OC)=O (3-ethoxycarbonyl-2-methoxycarbonyl-but-2-enoic acid methyl ester), COC(N(C)C)OC (dimethylformamide dimethyl acetal), CN(C)C=O (DMF). The solvent is C1=CC=CC=C1 (benzene). Run at temperature 80 celsius. Yields the product COC(C(=C(C=CN(C)C)C(=O)OCC)C(=O)OC)=O (5-Dimethylamino-3-ethoxycarbonyl-2-methoxycarbonyl-penta-2,4-dienoic acid methyl ester). The yield is 85.4%. As a reaction SMILES: [CH3:1][O:2][C:3](=[O:16])[C:4]([C:12]([O:14][CH3:15])=[O:13])=[C:5]([C:7]([O:9][CH2:10][CH3:11])=[O:8])[CH3:6].CO[CH:19](OC)[N:20]([CH3:22])[CH3:21].CN(C=O)C>C1C=CC=CC=1>[CH3:15][O:14][C:12](=[O:13])[C:4]([C:3]([O:2][CH3:1])=[O:16])=[C:5]([C:7]([O:9][CH2:10][CH3:11])=[O:8])[CH:6]=[CH:19][N:20]([CH3:22])[CH3:21]. Procedure details: A mixture of 3-ethoxycarbonyl-2-methoxycarbonyl-but-2-enoic acid methyl ester (10 g, 43.5 mmol), dimethylformamide dimethyl acetal (6.1 mL, 45.7 mmol) and DMF (8 mL) was heated at 80° C. for 3 h. The slightly cooled solution was poured into 100 mL of benzene, and the resulting mixture was washed several times with water. The organic layer was dried over MgSO4 and concentrated to give a dark yellow solid, which was recrystallized from CCl4 to give 10.6 g of the title compound as a bright yellow s... Starting materials: S1CNC2=C1C=CC=C2 (2,3-dihydro-1,3-benzothiazole), NC1=C(C=CC=C1)S (2-aminobenzenethiol), C=O (formalin), C(C)(C)N(CC)C(C)C (diisopropylethylamine), C(C1=CC=CC=C1)OC1=C(C=C(C(=O)Cl)C=C1OC)Cl (4-benzyloxy-3-chloro-5-methoxybenzoyl chloride). Run in ClCCl (dichloromethane). Conditions: time 1.5 hour. The product is C(C1=CC=CC=C1)OC1=C(C=C(C(=O)N2CSC3=C2C=CC=C3)C=C1OC)Cl (3-(4-benzyloxy-3-chloro-5-methoxybenzoyl)-2,3-dihydro-1,3-benzothiazole). RXN SMILES: [S:1]1[C:5]2[CH:6]=[CH:7][CH:8]=[CH:9][C:4]=2[NH:3][CH2:2]1.NC1C=CC=CC=1S.C=O.C(N(C(C)C)CC)(C)C.[CH2:29]([O:36][C:37]1[C:45]([O:46][CH3:47])=[CH:44][C:40]([C:41](Cl)=[O:42])=[CH:39][C:38]=1[Cl:48])[C:30]1[CH:35]=[CH:34][CH:33]=[CH:32][CH:31]=1>ClCCl>[CH2:29]([O:36][C:37]1[C:45]([O:46][CH3:47])=[CH:44][C:40]([C:41]([N:3]2[C:4]3[CH:9]=[CH:8][CH:7]=[CH:6][C:5]=3[S:1][CH2:2]2)=[O:42])=[CH:39][C:38]=1[Cl:48])[C:30]1[CH:31]=[CH:32][CH:33]=[CH:34][CH:35]=1. Procedure: 2,3-dihydro-1,3-benzothiazole synthesized from 2-aminobenzenethiol (347 mg) and 37% formalin (0.23 mL) in the same manner as in Example 1 was dissolved in dichloromethane (3 mL), and diisopropylethylamine (0.63 mL) and 4-benzyloxy-3-chloro-5-methoxybenzoyl chloride (578 mg) were added to the solution, and then the mixture was stirred at room temperature for 1.5 hours. The solvent was distilled off under reduced pressure and water was added, and then the mixture was extracted with ethyl acetate. ... Starting materials: C(C1=CC=CC=C1)OC1=CC=C(C2=C1NC(CO2)=O)C(C(O)O)=O (5-benzyloxy-8-(2,2-dihydroxy-acetyl)-4H-benzo[1,4]oxazin-3-one), CC1=C(CC2(CC2)N)C(=CC=C1)C (1-(2,6-dimethyl-benzyl)-cyclopropylamine), FC(C(=O)[O-])(F)F (trifluoroacetate). The product is CC1=C(CC2(CC2)NCC(O)C2=CC=C(C=3NC(COC32)=O)O)C(=CC=C1)C (8-{2-[1-(2,6-dimethyl-benzyl)-cyclopropylamino]-1-hydroxy-ethyl}-5-hydroxy-4H-benzo[1,4]oxazin-3-one). As a reaction SMILES: C([O:8][C:9]1[C:14]2[NH:15][C:16](=[O:19])[CH2:17][O:18][C:13]=2[C:12]([C:20](=[O:24])[CH:21](O)O)=[CH:11][CH:10]=1)C1C=CC=CC=1.[CH3:25][C:26]1[CH:36]=[CH:35][CH:34]=[C:33]([CH3:37])[C:27]=1[CH2:28][C:29]1([NH2:32])[CH2:31][CH2:30]1.FC(F)(F)C([O-])=O>>[CH3:25][C:26]1[CH:36]=[CH:35][CH:34]=[C:33]([CH3:37])[C:27]=1[CH2:28][C:29]1([NH:32][CH2:21][CH:20]([C:12]2[C:13]3[O:18][CH2:17][C:16](=[O:19])[NH:15][C:14]=3[C:9]([OH:8])=[CH:10][CH:11]=2)[OH:24])[CH2:31][CH2:30]1. Procedure: The compound is prepared according to general method 3 from 329 mg (1 mmol) 5-benzyloxy-8-(2,2-dihydroxy-acetyl)-4H-benzo[1,4]oxazin-3-one and 175 mg (1 mmol) 1-(2,6-dimethyl-benzyl)-cyclopropylamine. Yield: 52 mg (11%, trifluoroacetate); mass spectroscopy: [M+H]+=383. The reactants are O=C(n1ccnc1)n1ccnc1, CC(=O)NCC1CN(c2ccc(C3CCNCC3)c(F)c2)C(=O)O1, C1CCOC1, O=C(O)c1ccno1. Yields the product CC(=O)NCC1CN(c2ccc(C3CCN(C(=O)c4ccno4)CC3)c(F)c2)C(=O)O1. Reaction SMILES: [C:9]([n:10]1[cH:11][cH:12][n:13][cH:14]1)([n:15]1[cH:16][cH:17][n:18][cH:19]1)=[O:20].[O:21]=[C:22]1[O:23][CH:24]([CH2:40][NH:41][C:42]([CH3:43])=[O:44])[CH2:25][N:26]1[c:27]1[cH:28][c:29]([F:39])[c:30]([CH:33]2[CH2:34][CH2:35][NH:36][CH2:37][CH2:38]2)[cH:31][cH:32]1.[O:45]1[CH2:46][CH2:47][CH2:48][CH2:49]1.[o:1]1[n:2][cH:3][cH:4][c:5]1[C:6](=[O:7])[OH:8]>>[o:1]1[n:2][cH:3][cH:4][c:5]1[C:6](=[O:8])[N:36]1[CH2:35][CH2:34][CH:33]([c:30]2[c:29]([F:39])[cH:28][c:27]([N:26]3[C:22](=[O:21])[O:23][CH:24]([CH2:40][NH:41][C:42]([CH3:43])=[O:44])[CH2:25]3)[cH:32][cH:31]2)[CH2:38][CH2:37]1. Reactants: COC(=O)c1ccc(-c2ccc(N3CCN(c4ccc(N5CC(C)OC(C)C5)cc4)CC3)cc2)cc1, CO, Cl, [Na+], C1CCOC1, [OH-], O. Yields the product CC1CN(c2ccc(N3CCN(c4ccc(-c5ccc(C(=O)O)cc5)cc4)CC3)cc2)CC(C)O1. As a reaction SMILES: [CH3:1][O:2][C:3](=[O:4])[c:5]1[cH:6][cH:7][c:8](-[c:11]2[cH:12][cH:13][c:14]([N:17]3[CH2:18][CH2:19][N:20]([c:23]4[cH:24][cH:25][c:26]([N:29]5[CH2:30][CH:31]([CH3:36])[O:32][CH:33]([CH3:35])[CH2:34]5)[cH:27][cH:28]4)[CH2:21][CH2:22]3)[cH:15][cH:16]2)[cH:9][cH:10]1.[CH3:39][OH:40].[ClH:41].[Na+:38].[O:43]1[CH2:44][CH2:45][CH2:46][CH2:47]1.[OH-:37].[OH2:42]>>[O:2]=[C:3]([OH:4])[c:5]1[cH:6][cH:7][c:8](-[c:11]2[cH:12][cH:13][c:14]([N:17]3[CH2:18][CH2:19][N:20]([c:23]4[cH:24][cH:25][c:26]([N:29]5[CH2:30][CH:31]([CH3:36])[O:32][CH:33]([CH3:35])[CH2:34]5)[cH:27][cH:28]4)[CH2:21][CH2:22]3)[cH:15][cH:16]2)[cH:9][cH:10]1.